This data is from the Open Reaction Database (ORD), a public repository of structured organic reaction records. The task is: describe an organic reaction: reactants, conditions, products, and yield The reactants are CCCC[Sn](CCCC)(CCCC)c1cnc([Si](C)(C)C)s1, C1CCOC1, Cl. Yields the product CCCC[Sn](CCCC)(CCCC)c1cncs1. As a reaction SMILES: [CH2:1]([CH2:2][CH2:3][CH3:4])[Sn:5]([c:6]1[cH:7][n:8][c:9]([Si:11]([CH3:12])([CH3:13])[CH3:14])[s:10]1)([CH2:15][CH2:16][CH2:17][CH3:18])[CH2:19][CH2:20][CH2:21][CH3:22].[CH2:24]1[O:25][CH2:26][CH2:27][CH2:28]1.[ClH:23]>>[CH2:1]([CH2:2][CH2:3][CH3:4])[Sn:5]([c:6]1[cH:7][n:8][cH:9][s:10]1)([CH2:15][CH2:16][CH2:17][CH3:18])[CH2:19][CH2:20][CH2:21][CH3:22]. Starting materials: [H-].[Na+] (sodium hydride), N1C=NC=C1 (imidazole), C(C1=CC=CC=C1)(C1=CC=CC=C1)(C1=CC=CC=C1)N[C@H](CO)C(=O)O (N-trityl-D-serine), [H-].[Na+] (sodium hydride), C(CCC)I (butyl iodide), C(CCC)I (butyl iodide). Solvent: O1CCCC1 (tetrahydrofurane), O1CCCC1 (tetrahydrofurane). Conditions: temperature -15 celsius, time 45 minute. The product is C(CCC)OC[C@@H](N)C(=O)O (O-butyl-D-serine). The yield is 52.6%. As a reaction SMILES: [H-].[Na+].N1C=CN=C1.C([NH:27][C@@H:28]([C:31]([OH:33])=[O:32])[CH2:29][OH:30])(C1C=CC=CC=1)(C1C=CC=CC=1)C1C=CC=CC=1.[CH2:34](I)[CH2:35][CH2:36][CH3:37]>O1CCCC1>[CH2:34]([O:30][CH2:29][C@H:28]([C:31]([OH:33])=[O:32])[NH2:27])[CH2:35][CH2:36][CH3:37] |f:0.1|. Reported procedure: To a mixed solution of 60% sodium hydride (28.8 g), imidazole (1.08 g, 15.9 mmol), and dry tetrahydrofurane (270 ml), a mixed solution of N-trityl-D-serine (25.0 g, 72.0 mmol) and dry tetrahydrofurane (150 ml) was dripped in 15 minutes at -15° C., and the mixture was stirred for 45 minutes at -15° C. Further, butyl iodide (65.5 ml, 576 mmol) was added, and the mixture was stirred for 2 hours at -15° C. Moreover, at -15° C., adding 60% sodium hydride (12.0 g) and butyl iodide (129 ml, 1.13 mol), ...